Dataset: the Open Reaction Database (ORD), a public repository of structured organic reaction records. Task: describe an organic reaction: reactants, conditions, products, and yield Reactants: Cc1ccc2cc(CO)ccc2c1, O=S(Cl)Cl, c1ccccc1. The product is Cc1ccc2cc(CCl)ccc2c1. RXN SMILES: [CH3:1][c:2]1[cH:3][c:4]2[cH:5][cH:6][c:7]([CH2:12][OH:13])[cH:8][c:9]2[cH:10][cH:11]1.[S:14]([Cl:15])([Cl:16])=[O:17].[cH:18]1[cH:19][cH:20][cH:21][cH:22][cH:23]1>>[CH3:1][c:2]1[cH:3][c:4]2[cH:5][cH:6][c:7]([CH2:12][Cl:16])[cH:8][c:9]2[cH:10][cH:11]1. Reactants: CCOC(OCC)P(=O)(CCCN(C)Cc1ccc(Cl)cc1)OCC, CCO, [Li+], [OH-], O, O. Yields the product CCOC(OCC)P(=O)(O)CCCN(C)Cc1ccc(Cl)cc1. RXN SMILES: [CH2:4]([CH3:5])[O:6][P:7](=[O:8])([CH:9]([O:10][CH2:11][CH3:12])[O:13][CH2:14][CH3:15])[CH2:16][CH2:17][CH2:18][N:19]([CH3:20])[CH2:21][c:22]1[cH:23][cH:24][c:25]([Cl:28])[cH:26][cH:27]1.[CH3:30][CH2:31][OH:32].[Li+:3].[OH-:2].[OH2:1].[OH2:29]>>[O:6]=[P:7]([OH:8])([CH:9]([O:10][CH2:11][CH3:12])[O:13][CH2:14][CH3:15])[CH2:16][CH2:17][CH2:18][N:19]([CH3:20])[CH2:21][c:22]1[cH:23][cH:24][c:25]([Cl:28])[cH:26][cH:27]1. Reactants: [Ba+2], CC(=O)O, [O-][Cl+3]([O-])([O-])O, O=C(O)CCC(=O)c1ccc(-c2ccc(F)cc2)cc1, [Pd+2], O=S(=O)([O-])[O-], O=S(=O)([O-])[O-]. Product: O=C(O)CCCc1ccc(-c2ccc(F)cc2)cc1. RXN SMILES: [Ba+2:35].[CH3:26][C:27](=[O:28])[OH:29].[Cl+3:21]([OH:22])([O-:23])([O-:24])[O-:25].[F:1][c:2]1[cH:3][cH:4][c:5](-[c:8]2[cH:9][cH:10][c:11]([C:14]([CH2:15][CH2:16][C:17](=[O:18])[OH:19])=[O:20])[cH:12][cH:13]2)[cH:6][cH:7]1.[Pd+2:36].[S:30]([O-:31])([O-:32])(=[O:33])=[O:34].[S:37]([O-:38])([O-:39])(=[O:40])=[O:41]>>[F:1][c:2]1[cH:3][cH:4][c:5](-[c:8]2[cH:9][cH:10][c:11]([CH2:14][CH2:15][CH2:16][C:17](=[O:18])[OH:19])[cH:12][cH:13]2)[cH:6][cH:7]1.